From a dataset of the Open Reaction Database (ORD), a public repository of structured organic reaction records. describe an organic reaction: reactants, conditions, products, and yield Starting materials: P(=O)([O-])([O-])[O-] (phosphate), CCCCCCCCN1C(=O)C=CS1 (KATHON), one. Product: P(=O)([O-])([O-])[O-] (Phosphate), S1N=CC(C1)=O (isothiazolinone). Reaction SMILES: CCCCCCCC[N:9]1[S:14][CH:13]=[CH:12][C:10]1=O.[P:15]([O-:19])([O-:18])([O-:17])=[O:16]>>[P:15]([O-:19])([O-:18])([O-:17])=[O:16].[S:14]1[CH2:9][C:10](=[O:16])[CH:12]=[N:13]1. Procedure details: 1.0 M Phosphate buffer was prepared and 30 mL aliquots were adjusted to the following pHs: 3, 7, 10, and 12. 22.2 uL of 1000 ppm KATHON® 886 MW biocide was added to a semi micro cuvette followed by 2.065 mL of one of the above phosphate buffers. These preparations resulted in a final isothiazolinone concentration 10 ppm. The solution was mixed and allowed to stand for one minute before measuring the absorbance spectrum from 250 nm to 500 nm. Additional spectra were obtained until no notable chan... Starting materials: NC=1C=CC(=C(C1)C=1C(N(C2=CC(=NC=C2C1)C)C)=O)C (3-(5-amino-2-methylphenyl)-1,7-dimethyl-1,6-naphthyridin-2(1H)-one), ClC1=NSC(=N1)C1=CC=CC=C1 (3-chloro-5-phenyl-1,2,4-thiadiazole), CC=1C=CC(=CC1)S(=O)(=O)O (TsOH). The solvent is O1CCOCC1 (dioxane). Reaction conditions: time 10 hour. Yields the product CN1C(C(=CC2=CN=C(C=C12)C)C1=C(C=CC(=C1)NC1=NSC(=N1)C1=CC=CC=C1)C)=O (1,7-dimethyl-3-(2-methyl-5-(5-phenyl-1,2,4-thiadiazol-3-ylamino)phenyl)-1,6-naphthyridin-2(1H)-one). Reaction SMILES: [NH2:1][C:2]1[CH:3]=[CH:4][C:5]([CH3:21])=[C:6]([C:8]2[C:9](=[O:20])[N:10]([CH3:19])[C:11]3[C:16]([CH:17]=2)=[CH:15][N:14]=[C:13]([CH3:18])[CH:12]=3)[CH:7]=1.Cl[C:23]1[N:27]=[C:26]([C:28]2[CH:33]=[CH:32][CH:31]=[CH:30][CH:29]=2)[S:25][N:24]=1.CC1C=CC(S(O)(=O)=O)=CC=1>O1CCOCC1>[CH3:19][N:10]1[C:11]2[C:16](=[CH:15][N:14]=[C:13]([CH3:18])[CH:12]=2)[CH:17]=[C:8]([C:6]2[CH:7]=[C:2]([NH:1][C:23]3[N:27]=[C:26]([C:28]4[CH:33]=[CH:32][CH:31]=[CH:30][CH:29]=4)[S:25][N:24]=3)[CH:3]=[CH:4][C:5]=2[CH3:21])[C:9]1=[O:20]. Procedure details: 3-(5-Amino-2-methylphenyl)-1,7-dimethyl-1,6-naphthyridin-2(1H)-one 15 (30 mg, 0.107 mmol), 3-chloro-5-phenyl-1,2,4-thiadiazole (41 mg, 0.21 mmol) and TsOH (10 mg) were heated at 100° C. in dioxane (2 ml). After 10 h, the solution was cooled and filtered. The mixture was purified by preparative LC/MS to give 1,7-dimethyl-3-(2-methyl-5-(5-phenyl-1,2,4-thiadiazol-3-ylamino)phenyl)-1,6-naphthyridin-2(1H)-one (G1). MS m/z 440.5 (M+1). Reactants: NC=1C=C2C(=CNC2=CC1)C1CCN(CC1)C(=O)OC(C)(C)C (tert-Butyl 4-(5-amino-1H-indol-3-yl)piperidine-1-carboxylate), I.CSC(=N)C=1SC=CC1 (thiophene-2-carboximidothioic acid methyl ester hydroiodide). The solvent is C(C)O (ethanol). Run at time 24 hour. Product: S1C(=CC=C1)C(NC=1C=C2C(=CNC2=CC1)C1CCN(CC1)C(=O)OC(C)(C)C)=N (tert-Butyl 4-(5-(thiophene-2-carboximidamido)-1H-indol-3-yl)piperidine-1-carboxylate). Isolated yield 99.1%. Reaction SMILES: [NH2:1][C:2]1[CH:3]=[C:4]2[C:8](=[CH:9][CH:10]=1)[NH:7][CH:6]=[C:5]2[CH:11]1[CH2:16][CH2:15][N:14]([C:17]([O:19][C:20]([CH3:23])([CH3:22])[CH3:21])=[O:18])[CH2:13][CH2:12]1.I.CS[C:27]([C:29]1[S:30][CH:31]=[CH:32][CH:33]=1)=[NH:28]>C(O)C>[S:30]1[CH:31]=[CH:32][CH:33]=[C:29]1[C:27](=[NH:28])[NH:1][C:2]1[CH:3]=[C:4]2[C:8](=[CH:9][CH:10]=1)[NH:7][CH:6]=[C:5]2[CH:11]1[CH2:16][CH2:15][N:14]([C:17]([O:19][C:20]([CH3:23])([CH3:22])[CH3:21])=[O:18])[CH2:13][CH2:12]1 |f:1.2|. Procedure details: A solution of compound 86 (0.45 g, 1.426 mmol) in dry ethanol (25 mL) was treated with thiophene-2-carboximidothioic acid methyl ester hydroiodide (0.81 g, 2.853 mmol) at room temperature and resulting solution was stirred for 24 h. The solvent was evaporated, crude was diluted with sat. NaHCO3 solution (25 mL) and CH2Cl2 (50 mL). The organic layer was separated and aqueous layer was extracted into CH2Cl2 (2 25 mL). The combined organic layer was washed with brine (20 mL) and dried (Na2SO4). The...